Dataset: the Open Reaction Database (ORD), a public repository of structured organic reaction records. Task: describe an organic reaction: reactants, conditions, products, and yield Reactants: FC(C=1C=C(C=C(C1)C(F)(F)F)C(C(=O)N(C=1C=NC(=CC1C1=C(C=CC=C1)C)C#CC1=CC=CC=C1)C)(C)C)(F)F (2-(3,5-bis-trifluoromethyl-phenyl)-N-methyl-N-(6-phenylethynyl-4-o-tolyl-pyridin-3-yl)-isobutyramide), C(CN)N (ethylenediamine). The reagents and catalysts are [Pd] (palladium on carbon). Solvent: CO (methanol). Run at time 8 hour. Product: FC(C=1C=C(C=C(C1)C(F)(F)F)C(C(=O)N(C=1C=NC(=CC1C1=C(C=CC=C1)C)\C=C/C1=CC=CC=C1)C)(C)C)(F)F ((Z)-2-(3,5-Bis-trifluoromethyl-phenyl)-N-methyl-N-(6-styryl-4-o-tolyl-pyridin-3-yl)-isobutyramide). Yield: 24.3%. RXN SMILES: [F:1][C:2]([F:42])([F:41])[C:3]1[CH:4]=[C:5]([C:13]([CH3:40])([CH3:39])[C:14]([N:16]([CH3:38])[C:17]2[CH:18]=[N:19][C:20]([C:30]#[C:31][C:32]3[CH:37]=[CH:36][CH:35]=[CH:34][CH:33]=3)=[CH:21][C:22]=2[C:23]2[CH:28]=[CH:27][CH:26]=[CH:25][C:24]=2[CH3:29])=[O:15])[CH:6]=[C:7]([C:9]([F:12])([F:11])[F:10])[CH:8]=1.C(N)CN>[Pd].CO>[F:42][C:2]([F:1])([F:41])[C:3]1[CH:4]=[C:5]([C:13]([CH3:40])([CH3:39])[C:14]([N:16]([CH3:38])[C:17]2[CH:18]=[N:19][C:20](/[CH:30]=[CH:31]\[C:32]3[CH:33]=[CH:34][CH:35]=[CH:36][CH:37]=3)=[CH:21][C:22]=2[C:23]2[CH:28]=[CH:27][CH:26]=[CH:25][C:24]=2[CH3:29])=[O:15])[CH:6]=[C:7]([C:9]([F:10])([F:11])[F:12])[CH:8]=1. Reported procedure: A mixture of 100 mg (0.198 mmol) 2-(3,5-bis-trifluoromethyl-phenyl)-N-methyl-N-(6-phenylethynyl-4-o-tolyl-pyridin-3-yl)-isobutyramide (Example 72), 10 mg (0.17 mmol) ethylenediamine and 1 mg 10% palladium on carbon in 2 ml methanol was stirred at room temperature under an atmosphere of hydrogen gas for 8 h. The reaction mixture was filtered and concentrated. Column chromatography afforded 28 mg (24%) of the title compound as an orange viscous oil. Reactants: C(=O)(O)[O-].[Na+] (NaHCO3), OC1=C(C=CC=C1)C1=C(C=NC=C1)N(C(C1=CC(=CC(=C1)C(F)(F)F)S(=O)(=O)C)=O)C (N-(4-(2-hydroxyphenyl)pyridin-3-yl)-N-methyl-3-(methylsulfonyl)-5-(trifluoromethyl)benzamide), C(=O)([O-])[O-].[K+].[K+] (K2CO3), IC1COC1 (3-iodooxetane). Solvent: CCOC(=O)C (EtOAc), CN(C)C=O (DMF). Run at temperature 80 celsius, time 18 hour. Product: CS(=O)(=O)C=1C=C(C(=O)N(C=2C=NC=CC2C2=C(C=CC=C2)OC2COC2)C)C=C(C1)C(F)(F)F (3-Methanesulfonyl-N-methyl-N-{4-[2-(oxetan-3-yloxy)-phenyl]-pyridin-3-yl}-5-trifluoromethyl-benzamide). As a reaction SMILES: [OH:1][C:2]1[CH:7]=[CH:6][CH:5]=[CH:4][C:3]=1[C:8]1[CH:13]=[CH:12][N:11]=[CH:10][C:9]=1[N:14]([CH3:31])[C:15](=[O:30])[C:16]1[CH:21]=[C:20]([C:22]([F:25])([F:24])[F:23])[CH:19]=[C:18]([S:26]([CH3:29])(=[O:28])=[O:27])[CH:17]=1.C([O-])([O-])=O.[K+].[K+].I[CH:39]1[CH2:42][O:41][CH2:40]1.C([O-])(O)=O.[Na+]>CN(C=O)C.CCOC(C)=O>[CH3:29][S:26]([C:18]1[CH:17]=[C:16]([CH:21]=[C:20]([C:22]([F:24])([F:25])[F:23])[CH:19]=1)[C:15]([N:14]([CH3:31])[C:9]1[CH:10]=[N:11][CH:12]=[CH:13][C:8]=1[C:3]1[CH:4]=[CH:5][CH:6]=[CH:7][C:2]=1[O:1][CH:39]1[CH2:42][O:41][CH2:40]1)=[O:30])(=[O:28])=[O:27] |f:1.2.3,5.6|. Reported procedure: To a solution N-(4-(2-hydroxyphenyl)pyridin-3-yl)-N-methyl-3-(methylsulfonyl)-5-(trifluoromethyl)benzamide (100 mg, 222 μmol, example 263, intermediate a) in DMF (2 ml) was added K2CO3 (61.4 mg, 444 μmol) and 3-iodooxetane (44.9 mg, 244 μmol). The reaction mixture was stirred for 18 hours at 80° C. The reaction mixture was poured on 30 mL 10% aqueous NaHCO3 solution and 30 mL EtOAc and the layers were separated. The aqueous layer was extracted a second time with 30 mL EtOAc. The organic layers w...